This data is from the Open Reaction Database (ORD), a public repository of structured organic reaction records. The task is: describe an organic reaction: reactants, conditions, products, and yield Reactants: BrC1=CC(=CC2=C1NC=N2)C(F)(F)F (7-Bromo-5-(trifluoromethyl)-1H-benzo[d]imidazole), CN(C=O)C (dimethylformamide). The reagents and catalysts are [C-]#N.[Zn+2].[C-]#N (zinc cyanide), C1=CC=C(C=C1)P([C-]2C=CC=C2)C3=CC=CC=C3.C1=CC=C(C=C1)P([C-]2C=CC=C2)C3=CC=CC=C3.Cl[Pd]Cl.[Fe+2] (PdCl2(dppf)). Run in O (Water). Reaction conditions: time 2 hour. Product: FC(C1=CC2=C(NC=N2)C(=C1)C#N)(F)F (5-(Trifluoromethyl)-1H-benzo[d]imidazole-7-carbonitrile). Isolated yield 45.0%. As a reaction SMILES: Br[C:2]1[C:7]2[NH:8][CH:9]=[N:10][C:6]=2[CH:5]=[C:4]([C:11]([F:14])([F:13])[F:12])[CH:3]=1.[CH3:15][N:16](C)C=O>O.[C-]#N.[Zn+2].[C-]#N.C1C=CC(P(C2C=CC=CC=2)[C-]2C=CC=C2)=CC=1.C1C=CC(P(C2C=CC=CC=2)[C-]2C=CC=C2)=CC=1.Cl[Pd]Cl.[Fe+2]>[F:12][C:11]([F:14])([F:13])[C:4]1[CH:3]=[C:2]([C:15]#[N:16])[C:7]2[NH:8][CH:9]=[N:10][C:6]=2[CH:5]=1 |f:3.4.5,6.7.8.9|. Procedure: A red suspension of 7-Bromo-5-(trifluoromethyl)-1H-benzo[d]imidazole (270 mg, 1.02 mmol), zinc cyanide (1.12 mmol), and PdCl2(dppf) (0.06 mmol) in Water (3 ml) and dimethylformamide (10 ml) was heated with stirring under argon for 2 h. At the end, LC-MS analysis revealed completion of the reaction. The reaction mixture was cooled to ambient temperature and was subjected to preparative HPLC (8 injections using HPLC method 14). Fractions containing the required product were combined and evaporated...